Task: describe an organic reaction: reactants, conditions, products, and yield. Dataset: the Open Reaction Database (ORD), a public repository of structured organic reaction records Starting materials: C(C)O (ethanol), Cl.COC1=CC=C2CC[C@@H]([C@@H](C2=C1)C)NCCC (cis-7-Methoxy-1-methyl-2-(n-propylamino) tetralin hydrochloride), Br (HBr), C(C)OCC (ethyl ether). Product: Br.OC1=CC=C2CC[C@@H]([C@@H](C2=C1)C)NCCC (cis-7-hydroxy-1-methyl-2-(n-propylamino) tetralin hydrobromide). Isolated yield 70.0%. As a reaction SMILES: Cl.C[O:3][C:4]1[CH:13]=[C:12]2[C:7]([CH2:8][CH2:9][C@H:10]([NH:15][CH2:16][CH2:17][CH3:18])[C@@H:11]2[CH3:14])=[CH:6][CH:5]=1.C(O)C.C(OCC)C.[BrH:27]>>[BrH:27].[OH:3][C:4]1[CH:13]=[C:12]2[C:7]([CH2:8][CH2:9][C@H:10]([NH:15][CH2:16][CH2:17][CH3:18])[C@@H:11]2[CH3:14])=[CH:6][CH:5]=1 |f:0.1,5.6|. Reported procedure: cis-7-Methoxy-1-methyl-2-(n-propylamino) tetralin hydrochloride (100 mg, 0.37 mmol) was heated in 48% aqueous HBr for 3 h at 120° C. under N2. The volatiles were evaporated from the faint pink solution and the residue was treated twice with ethanol followed by evaporation, giving a faint pink residue which was dissolved in abs. ethanol. Dry abs. ethyl ether was added to the solution, yielding white crystals which were then recrystallized from MeOH-ethyl ether, yielding the desired product (75 mg...